From a dataset of the Open Reaction Database (ORD), a public repository of structured organic reaction records. describe an organic reaction: reactants, conditions, products, and yield Reaction SMILES: [C:9](=[O:10])([c:11]1[nH:12][cH:13][cH:14][n:15]1)[c:16]1[nH:17][cH:18][cH:19][n:20]1.[CH3:21][N:22]([CH3:23])[CH:24]=[O:25].[NH2:1][CH2:2][CH2:3][c:4]1[cH:5][nH:6][cH:7][n:8]1>>[NH:1]1[CH2:2][CH2:3][c:4]2[cH:5][n:6][cH:7][n:8]2[C:9]1=[O:10]. The reactants are O=C(c1ncc[nH]1)c1ncc[nH]1, CN(C)C=O, NCCc1c[nH]cn1. Product: O=C1NCCc2cncn21. Reactants: CN([C@H]1[C@@H](CCCC1)NC)C (trans-2-dimethylamino-N-methylcyclohexanamine), ClC1=CC=C(C2=CC=CC=C12)OCC(=O)O ([(4-chloro-1-naphthalenyl)oxy]acetic acid). The product is Cl.ClC1=CC=C(C2=CC=CC=C12)OCC(=O)N(C)[C@H]1[C@@H](CCCC1)N(C)C (trans-2-[(4-Chloro-1-naphthalenyl)oxy]-N-[2-(dimethylamino)cyclohexyl]-N-methylacetamide, hydrochloride). Reaction SMILES: [CH3:1][N:2]([CH3:11])[C@@H:3]1[CH2:8][CH2:7][CH2:6][CH2:5][C@H:4]1[NH:9][CH3:10].[Cl:12][C:13]1[C:22]2[C:17](=[CH:18][CH:19]=[CH:20][CH:21]=2)[C:16]([O:23][CH2:24][C:25]([OH:27])=O)=[CH:15][CH:14]=1>>[ClH:12].[Cl:12][C:13]1[C:22]2[C:17](=[CH:18][CH:19]=[CH:20][CH:21]=2)[C:16]([O:23][CH2:24][C:25]([N:9]([C@@H:4]2[CH2:5][CH2:6][CH2:7][CH2:8][C@H:3]2[N:2]([CH3:1])[CH3:11])[CH3:10])=[O:27])=[CH:15][CH:14]=1 |f:2.3|. Reported procedure: Starting with trans-2-dimethylamino-N-methylcyclohexanamine and [(4-chloro-1-naphthalenyl)oxy]acetic acid, the title compound, m.p. 135°-138° C., was prepared employing the method of Example 5. The reactants are C(C1=CC=CC=C1)(=O)O[C@H]1[C@@H](O[C@@H]([C@H]1OC(C1=CC=CC=C1)=O)C=C)N1C=NC=2C(NN3CCC(CC3)SC3=CC=CC=C3)=NC(=NC12)Cl (2',3'-Di-O-benzoyl-2-chloro-5'-deoxy-5'-methylene-N-(4-phenylthio-1-piperidinyl)adenosine), N (ammonia), 2,6-dichloro-9-(5'-deoxy-2',3'-di-O-benzoyl-5'-methylene-β-D-ribofuranosyl)-9H-purine, NN1CCC(CC1)SC1=CC=CC=C1 (1-amino-4-phenylthiopiperidine). Run in CO (methanol). Run at time 18 hour. The product is ClC=1N=C(C=2N=CN([C@H]3[C@H](O)[C@H](O)[C@@H](C=C)O3)C2N1)NN1CCC(CC1)SC1=CC=CC=C1 (2-chloro-5'-deoxy-5'-methylene-N-(4-phenylthio-1-piperidinyl)adenosine). Yield: 29.0%. As a reaction SMILES: C([O:9][C@@H:10]1[C@H:14]([O:15]C(=O)C2C=CC=CC=2)[C@@H:13]([CH:24]=[CH2:25])[O:12][C@H:11]1[N:26]1[C:48]2[N:47]=[C:46]([Cl:49])[N:45]=[C:30]([NH:31][N:32]3[CH2:37][CH2:36][CH:35]([S:38][C:39]4[CH:44]=[CH:43][CH:42]=[CH:41][CH:40]=4)[CH2:34][CH2:33]3)[C:29]=2[N:28]=[CH:27]1)(=O)C1C=CC=CC=1.NN1CCC(SC2C=CC=CC=2)CC1.N>CO>[Cl:49][C:46]1[N:45]=[C:30]([NH:31][N:32]2[CH2:33][CH2:34][CH:35]([S:38][C:39]3[CH:44]=[CH:43][CH:42]=[CH:41][CH:40]=3)[CH2:36][CH2:37]2)[C:29]2[N:28]=[CH:27][N:26]([C:48]=2[N:47]=1)[C@@H:11]1[O:12][C@H:13]([CH:24]=[CH2:25])[C@@H:14]([OH:15])[C@H:10]1[OH:9]. Procedure: 2',3'-Di-O-benzoyl-2-chloro-5'-deoxy-5'-methylene-N-(4-phenylthio-1-piperidinyl)adenosine, prepared as described in Example 25 from 2,6-dichloro-9-(5'-deoxy-2',3'-di-O-benzoyl-5'-methylene-β-D-ribofuranosyl)-9H-purine (1.0 g, 1.9 mmol) and 1-amino-4-phenylthiopiperidine (0.44 g, 2.1 mmol), was dissolved in methanol (20 ml) and sat. methanolic ammonia (2.5 ml) was introduced. The reaction mixture was stirred at ambient temperature for 18 h, evaporated and purified by flash chromatography eluting ... Starting materials: Brc1ccc2[nH]cc(CCN3CCCC3)c2c1, [Li]C(C)(C)C, C1CCOC1, CCCCC, CN1CCCCC1=O, NC1CCC(O)(c2ccc3[nH]cc(CCN4CCCC4)c3c2)CC1. The product is OC1(c2ccc3[nH]cc(CCN4CCCC4)c3c2)CCCCC1. RXN SMILES: [Br:25][c:26]1[cH:27][c:28]2[c:29]([cH:30][cH:31]1)[nH:32][cH:33][c:34]2[CH2:35][CH2:36][N:37]1[CH2:38][CH2:39][CH2:40][CH2:41]1.[C:42]([Li:43])([CH3:44])([CH3:45])[CH3:46].[CH2:60]1[O:61][CH2:62][CH2:63][CH2:64]1.[CH3:47][CH2:48][CH2:49][CH2:50][CH3:51].[CH3:52][N:53]1[CH2:54][CH2:55][CH2:56][CH2:57][C:58]1=[O:59].[NH2:1][CH:2]1[CH2:3][CH2:4][C:5]([OH:8])([c:9]2[cH:10][c:11]3[c:12]([CH2:18][CH2:19][N:20]4[CH2:21][CH2:22][CH2:23][CH2:24]4)[cH:13][nH:14][c:15]3[cH:16][cH:17]2)[CH2:6][CH2:7]1>>[CH2:2]1[CH2:3][CH2:4][C:5]([OH:8])([c:9]2[cH:10][c:11]3[c:12]([CH2:18][CH2:19][N:20]4[CH2:21][CH2:22][CH2:23][CH2:24]4)[cH:13][nH:14][c:15]3[cH:16][cH:17]2)[CH2:6][CH2:7]1. RXN SMILES: [CH2:2]([Al+:3][CH2:4][CH:5]([CH3:6])[CH3:7])[CH:8]([CH3:9])[CH3:10].[Cl:41][CH2:42][Cl:43].[F:11][c:12]1[cH:13][cH:14][c:15](-[c:18]2[nH:19][cH:20][c:21]([CH:29]=[CH:30][C:31](=[O:32])[O:33][CH2:34][CH3:35])[c:22]2-[c:23]2[cH:24][cH:25][n:26][cH:27][cH:28]2)[cH:16][cH:17]1.[H-:1].[Na+:36].[OH:37][C:38](=[O:39])[O-:40]>>[F:11][c:12]1[cH:13][cH:14][c:15](-[c:18]2[nH:19][cH:20][c:21]([CH:29]=[CH:30][CH2:31][OH:32])[c:22]2-[c:23]2[cH:24][cH:25][n:26][cH:27][cH:28]2)[cH:16][cH:17]1. Yields the product OCC=Cc1c[nH]c(-c2ccc(F)cc2)c1-c1ccncc1. Starting materials: CC(C)C[Al+]CC(C)C, ClCCl, CCOC(=O)C=Cc1c[nH]c(-c2ccc(F)cc2)c1-c1ccncc1, [H-], [Na+], O=C([O-])O. Starting materials: C(C)(C)(C)OP(=O)(OC(C)(C)C)C(C1=CC=C(CC(C(=O)OCC2=CC=CC=C2)C(=O)OCC2=CC=CC=C2)C=C1)(F)F (Dibenzyl 2-{4-[[di(tert-butoxy)phosphoryl](difluoro)methyl) benzyl}malonate), [H-].[Na+] (NaH), CCOCC (Et2O), FC(C1=CC=C(CBr)C=C1)(F)F (4-(trifluoromethyl)benzyl bromide). Run in CN(C)C=O (DMF). Conditions: time 15 minute. The product is C(C)(C)(C)OP(=O)(OC(C)(C)C)C(C1=CC=C(CC(C(=O)OCC2=CC=CC=C2)(C(=O)OCC2=CC=CC=C2)CC2=CC=C(C=C2)C(F)(F)F)C=C1)(F)F (Dibenzyl 2-{4-[[di(tert-butoxy)phosphoryl](difluoro) methyl]benzyl}-2-[4-(trifluoromethyl)benzyl]malonate). Yield: 45.6%. RXN SMILES: [C:1]([O:5][P:6]([C:13]([F:43])([F:42])[C:14]1[CH:41]=[CH:40][C:17]([CH2:18][CH:19]([C:30]([O:32][CH2:33][C:34]2[CH:39]=[CH:38][CH:37]=[CH:36][CH:35]=2)=[O:31])[C:20]([O:22][CH2:23][C:24]2[CH:29]=[CH:28][CH:27]=[CH:26][CH:25]=2)=[O:21])=[CH:16][CH:15]=1)([O:8][C:9]([CH3:12])([CH3:11])[CH3:10])=[O:7])([CH3:4])([CH3:3])[CH3:2].[H-].[Na+].[F:46][C:47]([F:57])([F:56])[C:48]1[CH:55]=[CH:54][C:51]([CH2:52]Br)=[CH:50][CH:49]=1.CCOCC>CN(C=O)C>[C:9]([O:8][P:6]([C:13]([F:43])([F:42])[C:14]1[CH:41]=[CH:40][C:17]([CH2:18][C:19]([CH2:52][C:51]2[CH:50]=[CH:49][C:48]([C:47]([F:46])([F:56])[F:57])=[CH:55][CH:54]=2)([C:20]([O:22][CH2:23][C:24]2[CH:29]=[CH:28][CH:27]=[CH:26][CH:25]=2)=[O:21])[C:30]([O:32][CH2:33][C:34]2[CH:39]=[CH:38][CH:37]=[CH:36][CH:35]=2)=[O:31])=[CH:16][CH:15]=1)([O:5][C:1]([CH3:2])([CH3:3])[CH3:4])=[O:7])([CH3:12])([CH3:11])[CH3:10] |f:1.2|. Procedure details: To a solution of the product from Example 18, Step 1 (94 mg, 0.15 mmol) in DMF (2 mL) at 0° C. was added NaH (5.5 mg, 80% in oil). After 15 min., 4-(trifluoromethyl)benzyl bromide (44 mg, 0.18 mmol) was added. After 2 h at 0° C., the mixture was given a standard aqueous/Et2O work-up, and the residue was purified by flash chromatography (1:10 EtOAc/hexane) to give a syrup (53 mg). Reactants: CC1=C(CC#N)C=C(C(=C1OC)OC)C (2,5-dimethyl-3,4-dimethoxybenzylcyanide), [H][H] (hydrogen), [H][H] (hydrogen). Reagents/catalysts: [Ni] (Raney nickel). Solvent: N (ammonia). Yields the product CC1=C(C=C(C(=C1OC)OC)C)CCN (2-(2,5-dimethyl-3,4-dimethoxyphenyl)ethylamine). Reaction SMILES: [CH3:1][C:2]1[C:10]([O:11][CH3:12])=[C:9]([O:13][CH3:14])[C:8]([CH3:15])=[CH:7][C:3]=1[CH2:4][C:5]#[N:6].[H][H]>[Ni].N>[CH3:1][C:2]1[C:10]([O:11][CH3:12])=[C:9]([O:13][CH3:14])[C:8]([CH3:15])=[CH:7][C:3]=1[CH2:4][CH2:5][NH2:6]. Procedure details: A mixture of 18.3 g (0.0865 mole) of the nitrile, 1.6 g of Raney nickel catalyst and 170 ml of saturated anhydrous methanolic ammonia is hydrogenated at 50°, 100 p.s.i. of hydrogen gas until hydrogen uptake stopped (about 6 hours). Removal of the catalyst by filtration followed by evaporation gives the 2-(2,5-dimethyl-3,4-dimethoxyphenyl)ethylamine which can be used without further purification. The reactants are F[C@@]12[C@]3(C=CC(C=C3CC[C@H]1[C@@H]1C[C@H]([C@](C(COC(=O)C=3C=NC=CC3)=O)([C@]1(C[C@@H]2O)C)O)C)=O)C (9-Fluoro-11β,17-dihydroxy-16α-methyl-21-[(3-pyridinylcarbonyl)oxy]pregna-1,4-diene-3,20-dione), CI (methyl iodide), CH3NO3. Run in CC(=O)C (acetone). Run at time 2 day. The product is [I-].C[N+]1=CC(=CC=C1)C(=O)OCC([C@]1([C@@H](C[C@H]2[C@@H]3CCC4=CC(C=C[C@]4(C)[C@]3([C@H](C[C@]12C)O)F)=O)C)O)=O (1-Methyl-3-{[(9-fluoro-11β,17-dihydroxy-16α-methylpregna-1,4-diene-3,20-dion-21-yl)oxy]carbonyl}pyridinium iodide). The yield is 56.0%. Reaction SMILES: [F:1][C@:2]12[C@@H:30]([OH:31])[CH2:29][C@@:28]3([CH3:32])[C@@H:12]([CH2:13][C@@H:14]([CH3:34])[C@:15]3([OH:33])[C:16](=[O:27])[CH2:17][O:18][C:19]([C:21]3[CH:22]=[N:23][CH:24]=[CH:25][CH:26]=3)=[O:20])[C@@H:11]1[CH2:10][CH2:9][C:8]1[C@:3]2([CH3:36])[CH:4]=[CH:5][C:6](=[O:35])[CH:7]=1.[CH3:37][I:38]>CC(C)=O>[I-:38].[CH3:37][N+:23]1[CH:24]=[CH:25][CH:26]=[C:21]([C:19]([O:18][CH2:17][C:16](=[O:27])[C@:15]2([OH:33])[C@:28]3([CH3:32])[C@H:12]([C@H:11]4[C@:2]([F:1])([C@@H:30]([OH:31])[CH2:29]3)[C@:3]3([CH3:36])[C:8](=[CH:7][C:6](=[O:35])[CH:5]=[CH:4]3)[CH2:9][CH2:10]4)[CH2:13][C@H:14]2[CH3:34])=[O:20])[CH:22]=1 |f:3.4|. Procedure: The product of Example 116 (0.74 g, 1.5 mmol) was dissolved in 50 mL of acetone to which 2 mL of methyl iodide was added. A small amount (10 mL) of CH3NO3 was subsequently added to increase solubility. The reaction was allowed to proceed for 2 days, then the solid was collected to give 0.54 g (56% yield) of the title compound melting at 218°-221° C. and having the formula ##STR145## The structure of the product was confirmed by elemental analysis.